Dataset: the Open Reaction Database (ORD), a public repository of structured organic reaction records. Task: describe an organic reaction: reactants, conditions, products, and yield Reactants: C(C1=CC=CC=C1)Br (Benzyl bromide), FC(C(F)(F)F)([S-])C(F)(F)F.CN(C)[S+](N(C)C)N(C)C (tris(dimethylamino)sulfonium 1,2,2,2-tetrafluoro-1-(trifluoromethyl)ethanethiolate), ice water. Run in C(C)#N (acetonitrile). Reaction conditions: time 18 hour. Product: FC(C(C(F)(F)F)(F)SCC1=CC=CC=C1)(F)F (benzyl heptafluoroisopropyl sulfide). Isolated yield 75.0%. Reaction SMILES: [CH2:1](Br)[C:2]1[CH:7]=[CH:6][CH:5]=[CH:4][CH:3]=1.[F:9][C:10]([C:16]([F:19])([F:18])[F:17])([S-:15])[C:11]([F:14])([F:13])[F:12].CN([S+](N(C)C)N(C)C)C>C(#N)C>[F:12][C:11]([F:13])([F:14])[C:10]([S:15][CH2:1][C:2]1[CH:7]=[CH:6][CH:5]=[CH:4][CH:3]=1)([F:9])[C:16]([F:19])([F:18])[F:17] |f:1.2|. Procedure details: Benzyl bromide, 16.76 g (0.098 mol), was added dropwise at 25° to a solution of 0.098 mole of tris(dimethylamino)sulfonium 1,2,2,2-tetrafluoro-1-(trifluoromethyl)ethanethiolate (prepared as in Example 12) in 125 mL of acetonitrile. The reaction mixture was stirred for 18 h and then poured into 500 mL of ice-water. The aqueous mixture was extracted with ether, and the ether extracts were washed with water, dried (MgSO4) and distilled to give 21.31 g (75% yield) of benzyl heptafluoroisopropyl sulf... Starting materials: BrCc1ccccc1, [Li]CCCC, CCOC(=O)C1CCC1, CC(C)NC(C)C, C1CCOC1. Product: CCOC(=O)C1(Cc2ccccc2)CCC1. Reaction SMILES: [Br:22][CH2:23][c:24]1[cH:25][cH:26][cH:27][cH:28][cH:29]1.[CH2:8]([Li:9])[CH2:10][CH2:11][CH3:12].[CH:13]1([C:17](=[O:18])[O:19][CH2:20][CH3:21])[CH2:14][CH2:15][CH2:16]1.[CH:1]([NH:2][CH:3]([CH3:4])[CH3:5])([CH3:6])[CH3:7].[O:30]1[CH2:31][CH2:32][CH2:33][CH2:34]1>>[C:13]1([C:17](=[O:18])[O:19][CH2:20][CH3:21])([CH2:23][c:24]2[cH:25][cH:26][cH:27][cH:28][cH:29]2)[CH2:14][CH2:15][CH2:16]1. Starting materials: ClC1=CC(=C(C=C1)C(CC(=O)C=1C=CC(NC1)=O)C1=CC=C(C=C1)S(=O)(=O)C)C (5-(3-(4-Chloro-2-methylphenyl)-3-(4-(methylsulfonyl)phenyl)propanoyl)pyridin-2(1H)-one), BrCCOCC (1-bromo-2-ethoxyethane), C([O-])([O-])=O.[K+].[K+] (potassium carbonate). The reagents and catalysts are [I-].C(CCC)[N+](CCCC)(CCCC)CCCC (tetrabutylammonium iodide). Yields the product ClC1=CC(=C(C=C1)C(CC(=O)C=1C=CC(N(C1)CCOCC)=O)C1=CC=C(C=C1)S(=O)(=O)C)C (5-(3-(4-Chloro-2-methylphenyl)-3-(4-(methylsulfonyl)phenyl)propanoyl)-1-(2-ethoxyethyl)pyridin-2(1H)-one). RXN SMILES: [Cl:1][C:2]1[CH:7]=[CH:6][C:5]([CH:8]([C:19]2[CH:24]=[CH:23][C:22]([S:25]([CH3:28])(=[O:27])=[O:26])=[CH:21][CH:20]=2)[CH2:9][C:10]([C:12]2[CH:13]=[CH:14][C:15](=[O:18])[NH:16][CH:17]=2)=[O:11])=[C:4]([CH3:29])[CH:3]=1.Br[CH2:31][CH2:32][O:33][CH2:34][CH3:35].C(=O)([O-])[O-].[K+].[K+]>[I-].C([N+](CCCC)(CCCC)CCCC)CCC>[Cl:1][C:2]1[CH:7]=[CH:6][C:5]([CH:8]([C:19]2[CH:20]=[CH:21][C:22]([S:25]([CH3:28])(=[O:26])=[O:27])=[CH:23][CH:24]=2)[CH2:9][C:10]([C:12]2[CH:13]=[CH:14][C:15](=[O:18])[N:16]([CH2:31][CH2:32][O:33][CH2:34][CH3:35])[CH:17]=2)=[O:11])=[C:4]([CH3:29])[CH:3]=1 |f:2.3.4,5.6|. Procedure details: In analogy to example 161, step 1, 5-(3-(4-chloro-2-methylphenyl)-3-(4-(methylsulfonyl)phenyl)propanoyl)pyridin-2(1H)-one (example 339, step 2) was reacted with 1-bromo-2-ethoxyethane in the presence of potassium carbonate and a catalytic amount of tetrabutylammonium iodide to give the title compound as a light brown solid, MS (ESI+): m/z=502.2 [M+H]+. The reactants are N[C@@H]([C@@H](C)CC)C(=O)O (L-isoleucine), Cl (hydrochloric acid), N(=O)[O-].[Na+] (sodium nitrite). Run in CCOCC (ether). Product: Cl[C@H](C(=O)O)[C@H](CC)C ((2S,3S)-2-chloro-3-methylvaleric acid). RXN SMILES: N[C@H:2]([C:7]([OH:9])=[O:8])[C@H:3]([CH2:5][CH3:6])[CH3:4].[ClH:10].N([O-])=O.[Na+]>CCOCC>[Cl:10][C@@H:2]([C@@H:3]([CH3:4])[CH2:5][CH3:6])[C:7]([OH:9])=[O:8] |f:2.3|. Reported procedure: L-isoleucine (105 g) was added to 6N-hydrochloric acid (1 l), followed by agitating the mixture, cooling it with ice, adding sodium nitrite (80 g), agitating the mixture at 0° C. for 3 hours, adding ether (300 ml), separating the resulting organic layer, extracting the aqueous layer with ether (150 ml), combining the organic layers, drying over MgSO4, distilling off ether and distilling the residue under reduced pressure, to obtain (2S,3S)-2-chloro-3-methylvaleric acid (34.2 g, b.p. 96-97/4 mmHg... Starting materials: C(C)OC(=O)Cl (chloroformic acid ethyl ester), CN1CCC(CC1)C=1C2=C(SC1)C=CC=C2 (1-methyl-4-(benzo[b]thien-3-yl)-piperidine), C(C)OC(=O)Cl (chloroformic acid ethyl ester). Solvent: C1(=CC=CC=C1)C (toluene). Run at time 20 hour. Product: S1C2=C(C(=C1)C1CCNCC1)C=CC=C2 (4-(benzo[b]thien-3-yl)-piperidine). As a reaction SMILES: C[N:2]1[CH2:7][CH2:6][CH:5]([C:8]2[C:9]3[CH:16]=[CH:15][CH:14]=[CH:13][C:10]=3[S:11][CH:12]=2)[CH2:4][CH2:3]1.C(OC(Cl)=O)C>C1(C)C=CC=CC=1>[S:11]1[CH:12]=[C:8]([CH:5]2[CH2:4][CH2:3][NH:2][CH2:7][CH2:6]2)[C:9]2[CH:16]=[CH:15][CH:14]=[CH:13][C:10]1=2. Procedure details: 11 g of 1-methyl-4-(benzo[b]thien-3-yl)-piperidine is dissolved in 120 ml of toluene. At a reaction temperature of 50°, 20 g of chloroformic acid ethyl ester is slowly added dropwise under a strong flow of nitrogen. The solution is thereupon stirred for 20 hours at 50°; a further 10 g of chloroformic acid ethyl ester is added dropwise and stirring is continued for 2 hours at 50°. The excess chloroformic acid ethyl ester is subsequently distilled off under normal pressure, the solution is cooled ...